This data is from the Open Reaction Database (ORD), a public repository of structured organic reaction records. The task is: describe an organic reaction: reactants, conditions, products, and yield Reactants: FC1=CC=C2C(C(=CN(C2=C1)C)C1=NN=NN1C)=O (7-fluoro-1-methyl-3-(1-methyl-1H-tetrazol-5-yl)-4-quinolone), [OH-].[Na+] (sodium hydroxide), Cl (hydrochloric acid). Solvent: O (Water). Yields the product OC1=CC=C2C(C(=CN(C2=C1)C)C1=NN=NN1C)=O (7-hydroxy-1-methyl-3-(1-methyl-1H-tetrazol-5-yl)-4-quinolone). Reaction SMILES: F[C:2]1[CH:11]=[C:10]2[C:5]([C:6](=[O:19])[C:7]([C:13]3[N:17]([CH3:18])[N:16]=[N:15][N:14]=3)=[CH:8][N:9]2[CH3:12])=[CH:4][CH:3]=1.[OH-:20].[Na+].Cl>O>[OH:20][C:2]1[CH:11]=[C:10]2[C:5]([C:6](=[O:19])[C:7]([C:13]3[N:17]([CH3:18])[N:16]=[N:15][N:14]=3)=[CH:8][N:9]2[CH3:12])=[CH:4][CH:3]=1 |f:1.2|. Reported procedure: A mixture of 7-fluoro-1-methyl-3-(1-methyl-1H-tetrazol-5-yl)-4-quinolone (5 g) and aqueous sodium hydroxide (5N, 80 ml) was stirred and boiled under reflux for 45 hours. Water (180 ml) was added to the mixture which was then cooled to ambient temperature. The solution was acidified with concentrated hydrochloric acid to pH 4. The resulting precipitate was collected by filtration and washed with boiling industrial methylated spirit (300 ml) and then hot butanol (120 ml). The residue was crystalli...